Task: describe an organic reaction: reactants, conditions, products, and yield. Dataset: the Open Reaction Database (ORD), a public repository of structured organic reaction records Reactants: Cl.ClC1=CC=C(C=C1)NN (4-chlorophenylhydrazine hydrochloride), ClC=1C=C2C(=CN(C2=CC1)CCC1CCCC1)CCNC (2-(5-chloro-1-(2-cyclopentylethyl)-1H-indol-3-yl)-N-methylethanamine), C(C)OC(CCCNC)OCC (4,4-diethoxy-N-methylbutan-1-amine), C(=O)(C(F)(F)F)O (TFA), BrCCC1CCCC1 ((2-bromoethyl)cyclopentane), ClC1=CC=C(C=C1)N(N)CCC1CCCC1 (1-(4-chlorophenyl)-1-(2-cyclopentylethyl)hydrazine), C=O (formaldehyde). Reagents/catalysts: [Cl-].C(CCC)[N+](CCCC)(CCCC)CCCC (tetra-n-butylammonium chloride). Run in C(C)#N (acetonitrile). The product is ClC=1C=C2C3=C(N(C2=CC1)CCC1CCCC1)CN(CC3)C (6-chloro-9-(2-cyclopentylethyl)-2,3, 4,9-tetrahydro-2-methyl-1H-pyrido[3,4-b]indole). As a reaction SMILES: Cl.ClC1C=CC(NN)=CC=1.BrCCC1CCCC1.[Cl:19][C:20]1[CH:25]=[CH:24][C:23]([N:26]([CH2:28][CH2:29][CH:30]2[CH2:34][CH2:33][CH2:32][CH2:31]2)N)=[CH:22][CH:21]=1.C(OC(OCC)CCCNC)C.ClC1C=C2[C:54](=CC=1)[N:53]([CH2:57][CH2:58][CH:59]1[CH2:63][CH2:62]CC1)C=C2CCNC.C=O.C(O)(C(F)(F)F)=O>[Cl-].C([N+](CCCC)(CCCC)CCCC)CCC.C(#N)C>[Cl:19][C:20]1[CH:25]=[C:24]2[C:23](=[CH:22][CH:21]=1)[N:26]([CH2:28][CH2:29][CH:30]1[CH2:34][CH2:33][CH2:32][CH2:31]1)[C:63]1[CH2:62][N:53]([CH3:54])[CH2:57][CH2:58][C:59]2=1 |f:0.1,8.9|. Procedure details: The title compound was prepared by following General Methods 2, 3 and 4 using 4-chlorophenylhydrazine hydrochloride, (2-bromoethyl)cyclopentane, and tetra-n-butylammonium chloride (General Method 2), 1-(4-chlorophenyl)-1-(2-cyclopentylethyl)hydrazine (Example 4) and 4,4-diethoxy-N-methylbutan-1-amine (General Method 3) and 2-(5-chloro-1-(2-cyclopentylethyl)-1H-indol-3-yl)-N-methylethanamine (Example 13), formaldehyde and TFA in acetonitrile (General Method 4). The reactants are ClC1=CC=CC2=C1C(N(CC=1N2C=NC1CO)C)=O (7-chloro-4,5-dihydro-3-(hydroxymethyl)-5-methyl-6H-imidazo[1,5-a][1,4]benzodiazepin-6-one), CI (methyl iodide), CN(C=O)C (dimethylformamide), [H-].[Na+] (sodium hydride). Solvent: O (water). Run at time 23 hour. The product is ClC1=CC=CC2=C1C(N(CC=1N2C=NC1COC)C)=O (7-chloro-4,5-dihydro-3-(methoxymethyl)-5-methyl-6H-imidazo[1,5-a][1,4]benzodiazepin-6-one). RXN SMILES: [Cl:1][C:2]1[C:7]2[C:8](=[O:19])[N:9]([CH3:18])[CH2:10][C:11]3[N:12]([CH:13]=[N:14][C:15]=3[CH2:16][OH:17])[C:6]=2[CH:5]=[CH:4][CH:3]=1.CI.[CH3:22]N(C)C=O.[H-].[Na+]>O>[Cl:1][C:2]1[C:7]2[C:8](=[O:19])[N:9]([CH3:18])[CH2:10][C:11]3[N:12]([CH:13]=[N:14][C:15]=3[CH2:16][O:17][CH3:22])[C:6]=2[CH:5]=[CH:4][CH:3]=1 |f:3.4|. Procedure: A mixture of 2.22 g (8 mmol) of 7-chloro-4,5-dihydro-3-(hydroxymethyl)-5-methyl-6H-imidazo[1,5-a][1,4]benzodiazepin-6-one, 0.6 ml (10 mmoL) of methyl iodide and 20 ml of dry dimethylformamide is treated with 0.4 g (9 mmol) of sodium hydride (55 percent oil dispersion, washed with n-hexane) and the mixture is stirred at room temperature for 23 hours. The mixture is poured into 50 ml of water and extracted four times with methylene chloride. The methylene chloride solution is dried over magnesium ... Starting materials: C(CCCCCCCCCCCCCCCCC)NC(=O)OCC(COC(CCCCCBr)=O)=C (1-Octadecylaminocarbonyloxy-3-(6-bromohexanoyloxy)-2-methylenepropane), CN(C)C (trimethylamine). The solvent is C(C)O (ethanol). Reaction conditions: temperature 60 celsius. Product: [Br-].C(CCCCCCCCCCCCCCCCC)NC(=O)OCC(COC(CCCCC[N+](C)(C)C)=O)=C (1-Octadecylaminocarbonyloxy-3-[6-(trimethylammonio)hexanoyloxy]-2-methylenepropane bromide). As a reaction SMILES: [CH2:1]([NH:19][C:20]([O:22][CH2:23][C:24](=[CH2:35])[CH2:25][O:26][C:27](=[O:34])[CH2:28][CH2:29][CH2:30][CH2:31][CH2:32][Br:33])=[O:21])[CH2:2][CH2:3][CH2:4][CH2:5][CH2:6][CH2:7][CH2:8][CH2:9][CH2:10][CH2:11][CH2:12][CH2:13][CH2:14][CH2:15][CH2:16][CH2:17][CH3:18].[CH3:36][N:37]([CH3:39])[CH3:38]>C(O)C>[Br-:33].[CH2:1]([NH:19][C:20]([O:22][CH2:23][C:24](=[CH2:35])[CH2:25][O:26][C:27](=[O:34])[CH2:28][CH2:29][CH2:30][CH2:31][CH2:32][N+:37]([CH3:39])([CH3:38])[CH3:36])=[O:21])[CH2:2][CH2:3][CH2:4][CH2:5][CH2:6][CH2:7][CH2:8][CH2:9][CH2:10][CH2:11][CH2:12][CH2:13][CH2:14][CH2:15][CH2:16][CH2:17][CH3:18] |f:3.4|. Procedure: 1-Octadecylaminocarbonyloxy-3-(6-bromohexanoyloxy)-2-methylenepropane (from Preparation 9) (0.84 g) was dissolved in 33% trimethylamine in ethanol (30 ml) and heated to 60° C. in a sealed flask for 5 hours. Excess trimethylamine and ethanol were removed in vacuo. Reactants: CSC1=NC=C2C(=N1)N=C(NC2=O)C2=C(C=CC=C2)OCCC (7-Methylthio-4-oxo-2-(2-propoxyphenyl)-3,4-dihydropyrimido[4,5-d]pyrimidine), CNC (dimethylamine). The reagents and catalysts are Cl (hydrochloric acid). Solvent: industrial methylated spirit, [OH-].[Na+] (sodium hydroxide). The product is CN(C1=NC=C2C(=N1)N=C(NC2=O)C2=C(C=CC=C2)OCCC)C (7-Dimethylamino-4-oxo-2-(2-propoxyphenyl)-3,4 dihydropyrimido[4,5-d]pyrimidine). Reaction SMILES: CS[C:3]1[N:8]=[C:7]2[N:9]=[C:10]([C:14]3[CH:19]=[CH:18][CH:17]=[CH:16][C:15]=3[O:20][CH2:21][CH2:22][CH3:23])[NH:11][C:12](=[O:13])[C:6]2=[CH:5][N:4]=1.[CH3:24][NH:25][CH3:26]>[OH-].[Na+].Cl>[CH3:24][N:25]([CH3:26])[C:3]1[N:8]=[C:7]2[N:9]=[C:10]([C:14]3[CH:19]=[CH:18][CH:17]=[CH:16][C:15]=3[O:20][CH2:21][CH2:22][CH3:23])[NH:11][C:12](=[O:13])[C:6]2=[CH:5][N:4]=1 |f:2.3|. Procedure details: 7-Methylthio-4-oxo-2-(2-propoxyphenyl)-3,4-dihydropyrimido[4,5-d]pyrimidine (0.60 g) was treated with a solution of dimethylamine in industrial methylated spirit (33%; 20 ml) in a pressure vessel for 18 hours at 90° C. The cooled reaction mixture was evaporated under reduced pressure to yield a solid which was dissolved in aqueous sodium hydroxide. The filtered aqueous solution was neutralized with a few drops of concentrated hydrochloric acid to yield a pale yellow solid which was recrystallize... Starting materials: O=C1CCC(=O)N1Br, O=C(OOC(=O)c1ccccc1)c1ccccc1, ClC(Cl)(Cl)Cl, Cc1ccc(S(=O)(=O)Cl)cc1. The product is O=S(=O)(Cl)c1ccc(CBr)cc1. As a reaction SMILES: [Br:12][N:13]1[C:14](=[O:15])[CH2:16][CH2:17][C:18]1=[O:19].[C:20]([O:21][O:22][C:23](=[O:24])[c:25]1[cH:26][cH:27][cH:28][cH:29][cH:30]1)(=[O:31])[c:32]1[cH:33][cH:34][cH:35][cH:36][cH:37]1.[C:38]([Cl:39])([Cl:40])([Cl:41])[Cl:42].[c:1]1([CH3:11])[cH:2][cH:3][c:4]([S:7](=[O:8])(=[O:9])[Cl:10])[cH:5][cH:6]1>>[c:1]1([CH2:11][Br:12])[cH:2][cH:3][c:4]([S:7](=[O:8])(=[O:9])[Cl:10])[cH:5][cH:6]1. Reactants: CC(C)(C)OC(=O)N1CCNCC1, CCO, Nc1nc(Cl)cc(C2CCOC2)n1, c1ccncc1. Yields the product CC(C)(C)OC(=O)N1CCN(c2cc(C3CCOC3)nc(N)n2)CC1. As a reaction SMILES: [C:14](=[O:15])([O:16][C:17]([CH3:18])([CH3:19])[CH3:20])[N:21]1[CH2:22][CH2:23][NH:24][CH2:25][CH2:26]1.[CH3:33][CH2:34][OH:35].[Cl:1][c:2]1[n:3][c:4]([NH2:13])[n:5][c:6]([CH:8]2[CH2:9][O:10][CH2:11][CH2:12]2)[cH:7]1.[cH:27]1[cH:28][cH:29][n:30][cH:31][cH:32]1>>[c:2]1([N:24]2[CH2:23][CH2:22][N:21]([C:14](=[O:15])[O:16][C:17]([CH3:18])([CH3:19])[CH3:20])[CH2:26][CH2:25]2)[n:3][c:4]([NH2:13])[n:5][c:6]([CH:8]2[CH2:9][O:10][CH2:11][CH2:12]2)[cH:7]1.